Dataset: the Open Reaction Database (ORD), a public repository of structured organic reaction records. Task: describe an organic reaction: reactants, conditions, products, and yield Starting materials: CN1C(CN=C(C2=C1C=CC=C2)C2=C(C=CC=C2)F)CN (1-methyl-2-aminomethyl-5-(2'-fluorophenyl)-2,3-dihydro-1H-1,4-benzodiazepine), CN1CCOCC1 (N-methylmorpholine), ClC(=O)OCC(C)C (isobutyl chloroformate). The solvent is C(Cl)Cl (methylene chloride). Yields the product CN1C(CN=C(C2=C1C=CC=C2)C2=C(C=CC=C2)F)CNC(=O)OCC(C)C (1-methyl-2-[(2-methylpropoxy)carbonyl]aminomethyl-5-(2'-fluorophenyl)-2,3-dihydro-1H-1,4-benzodiazepine). Yield: 68.2%. As a reaction SMILES: [CH3:1][N:2]1[C:8]2[CH:9]=[CH:10][CH:11]=[CH:12][C:7]=2[C:6]([C:13]2[CH:18]=[CH:17][CH:16]=[CH:15][C:14]=2[F:19])=[N:5][CH2:4][CH:3]1[CH2:20][NH2:21].Cl[C:23]([O:25][CH2:26][CH:27]([CH3:29])[CH3:28])=[O:24].CN1CCOCC1>C(Cl)Cl>[CH3:1][N:2]1[C:8]2[CH:9]=[CH:10][CH:11]=[CH:12][C:7]=2[C:6]([C:13]2[CH:18]=[CH:17][CH:16]=[CH:15][C:14]=2[F:19])=[N:5][CH2:4][CH:3]1[CH2:20][NH:21][C:23]([O:25][CH2:26][CH:27]([CH3:29])[CH3:28])=[O:24]. Procedure details: According to the method of Example 1, 1-methyl-2-aminomethyl-5-(2'-fluorophenyl)-2,3-dihydro-1H-1,4-benzodiazepine (250 mg, 0.88 mmole) and isobutyl chloroformate (114 μl, 0.88 mmole) were combined with 4 ml of dry methylene chloride, and 97 μl of N-methylmorpholine (0.88 mmole) at -5° C. was added to the mixture. The resulting reaction mixture was allowed to warm to room temperature over 2 hours, and after dilution and washing, rotoevaporation of the dried extracts of the reaction afforded 230 ... Reactants: BrC=1C=CC(=C(C1)C1=CC=CC=C1)C(C(F)(F)F)=O (1-(5-Bromo-[1,1′-biphenyl]-2-yl)-2,2,2-trifluoroethanone), alcohol, C(=O)[O-].[K+] (potassium formate). The reagents and catalysts are [Ir] (iridium). Solvent: CC#N (CH3CN), O (water). Reaction conditions: temperature 40 celsius, time 12 hour. Yields the product BrC=1C=CC(=C(C1)C1=CC=CC=C1)[C@H](C(F)(F)F)O ((R)-1-(5-bromo-[1,1′-biphenyl]-2-yl)-2,2,2-trifluoroethanol). Reaction SMILES: [Br:1][C:2]1[CH:3]=[CH:4][C:5]([C:14](=[O:19])[C:15]([F:18])([F:17])[F:16])=[C:6]([C:8]2[CH:13]=[CH:12][CH:11]=[CH:10][CH:9]=2)[CH:7]=1.C([O-])=O.[K+]>CC#N.[Ir].O>[Br:1][C:2]1[CH:3]=[CH:4][C:5]([C@@H:14]([OH:19])[C:15]([F:17])([F:18])[F:16])=[C:6]([C:8]2[CH:9]=[CH:10][CH:11]=[CH:12][CH:13]=2)[CH:7]=1 |f:1.2|. Reported procedure: 1-(5-Bromo-[1,1′-biphenyl]-2-yl)-2,2,2-trifluoroethanone (1.3 g, 3.9 mmol) in CH3CN (10 mL) was reduced to the chiral alcohol using the chiral iridium catalyst (METHOD A) at RT. The reaction mixture was then charged with potassium formate (725 mg, 8.6 mmol) and the mixture was stirred at 40° C. for 12 h. Then the reaction was diluted with water and extracted with ethyl acetate. The combined organic layers were washed with brine, dried over Na2SO4, filtered, concentrated in vacuo and purified by ... Starting materials: CC(=O)N1C(C)CN(c2cc(-n3cnc(Nc4ccc(C(=O)O)cc4)n3)ccn2)CC1C, CN1CCCC1=O, CO, CCN(C(C)C)C(C)C, Cl, O=C(O)C(F)(F)F. Product: CC(=O)N1C(C)CN(c2cc(-n3cnc(Nc4ccc(N)cc4)n3)ccn2)CC1C. As a reaction SMILES: [C:1]([CH3:2])(=[O:3])[N:4]1[CH:5]([CH3:32])[CH2:6][N:7]([c:11]2[n:12][cH:13][cH:14][c:15](-[n:17]3[n:18][c:19]([NH:22][c:23]4[cH:24][cH:25][c:26]([C:27]([OH:28])=[O:29])[cH:30][cH:31]4)[n:20][cH:21]3)[cH:16]2)[CH2:8][CH:9]1[CH3:10].[CH3:50][N:51]1[CH2:52][CH2:53][CH2:54][C:55]1=[O:56].[CH3:57][OH:58].[CH:33]([N:36]([CH2:34][CH3:35])[CH:37]([CH3:38])[CH3:39])([CH3:40])[CH3:41].[ClH:49].[F:42][C:43]([F:44])([F:45])[C:46]([OH:47])=[O:48]>>[C:1]([CH3:2])(=[O:3])[N:4]1[CH:5]([CH3:32])[CH2:6][N:7]([c:11]2[n:12][cH:13][cH:14][c:15](-[n:17]3[n:18][c:19]([NH:22][c:23]4[cH:24][cH:25][c:26]([NH2:36])[cH:30][cH:31]4)[n:20][cH:21]3)[cH:16]2)[CH2:8][CH:9]1[CH3:10]. Starting materials: C1(CC1)N1C=C(C(C2=CC(=C(C(=C12)OC)F)F)=O)C(=O)O (1-cyclopropyl-6,7-difluoro-1,4-dihydro-8-methoxy-4-oxo-3-quinolinecarboxylic acid), N1CCCC1 (pyrrolidine), COB(OC)OC (trimethoxyborane). Run in C(C)#N (acetonitrile). The product is C1(CC1)N1C=C(C(C2=CC(=C(C(=C12)OC)N1CCCC1)F)=O)C(=O)O (1-cyclopropyl-6-fluoro-1,4-dihydro-8-methoxy-4-oxo-7-pyrrolidino-3-quinolinecarboxylic acid). Yield: 88.1%. RXN SMILES: [CH:1]1([N:4]2[C:13]3[C:8](=[CH:9][C:10]([F:17])=[C:11](F)[C:12]=3[O:14][CH3:15])[C:7](=[O:18])[C:6]([C:19]([OH:21])=[O:20])=[CH:5]2)[CH2:3][CH2:2]1.[NH:22]1[CH2:26][CH2:25][CH2:24][CH2:23]1.COB(OC)OC>C(#N)C>[CH:1]1([N:4]2[C:13]3[C:8](=[CH:9][C:10]([F:17])=[C:11]([N:22]4[CH2:26][CH2:25][CH2:24][CH2:23]4)[C:12]=3[O:14][CH3:15])[C:7](=[O:18])[C:6]([C:19]([OH:21])=[O:20])=[CH:5]2)[CH2:3][CH2:2]1. Reported procedure: A mixture of 2.95 g of 1-cyclopropyl-6,7-difluoro-1,4-dihydro-8-methoxy-4-oxo-3-quinolinecarboxylic acid (10 mmol), 1.42 g of pyrrolidine (20 mmol), 1.04 g of trimethoxyborane (10 mmol) and 20 ml of acetonitrile was refluxed with heating for 3.5 hours. The reaction solution was cooled to room temperature, acetonitrile was distilled under vacuum and 15 ml of ethanol was added into the resultant product. Separated crystals were filtered and dried to obtain 3.05 g of the objective compound (88.2%).